Dataset: the Open Reaction Database (ORD), a public repository of structured organic reaction records. Task: describe an organic reaction: reactants, conditions, products, and yield Starting materials: NC(N)=NC=1SC=C(N1)C=1N=C(SC1)C(=O)N (4-[2-(diaminomethyleneamino)thiazol-4-yl ]thiazole-2-carboxamide), Cl.O1CCOCC1 (hydrogenchloride dioxane). The solvent is CO (methanol). Reaction conditions: time 1 hour. Yields the product Cl.NC(N)=NC=1SC=C(N1)C=1N=C(SC1)C(=O)N (4-[2-(diaminomethyleneamino)thiazol-4-yl)thiazole-2-carboxamide hydrochloride). As a reaction SMILES: [NH2:1][C:2](=[N:4][C:5]1[S:6][CH:7]=[C:8]([C:10]2[N:11]=[C:12]([C:15]([NH2:17])=[O:16])[S:13][CH:14]=2)[N:9]=1)[NH2:3].[ClH:18].O1CCOCC1>CO>[ClH:18].[NH2:1][C:2](=[N:4][C:5]1[S:6][CH:7]=[C:8]([C:10]2[N:11]=[C:12]([C:15]([NH2:17])=[O:16])[S:13][CH:14]=2)[N:9]=1)[NH2:3] |f:1.2,4.5|. Procedure: A suspension of 4-[2-(diaminomethyleneamino)thiazol-4-yl ]thiazole-2-carboxamide (1.0 g) in 4N-hydrogenchloride/dioxane (1.0 ml) and methanol (10 ml) was stirred for 1 hour at room temperature. The resulting precipitate was collected by filtration. Recrystallization from water afforded 4-[2-(diaminomethyleneamino)thiazol-4-yl)thiazole-2-carboxamide hydrochloride (850 mg). The reactants are N#N.C1=C(C=CC=2OC3=CC=CC=C3SC12)S(=O)(=O)N[C@@H](CCCNC(N)=N)C(=O)O (N2 (2-phenoxathiinylsulfonyl)-L-arginine), S(=O)(Cl)Cl (thionyl chloride), C(C)OCC (diethyl ether). Run at time 2 hour. Product: N#N.Cl.C1=C(C=CC=2OC3=CC=CC=C3SC12)S(=O)(=O)N[C@@H](CCCNC(N)=N)C(=O)Cl (N2 (2-phenoxathiinylsulfonyl)-L-arginyl chloride hydrochloride). Reaction SMILES: [N:1]#[N:2].[CH:3]1[C:16]2[S:15][C:14]3[C:9](=[CH:10][CH:11]=[CH:12][CH:13]=3)[O:8][C:7]=2[CH:6]=[CH:5][C:4]=1[S:17]([NH:20][C@H:21]([C:29]([OH:31])=O)[CH2:22][CH2:23][CH2:24][NH:25][C:26](=[NH:28])[NH2:27])(=[O:19])=[O:18].C(OCC)C.S(Cl)([Cl:39])=O>>[N:1]#[N:2].[ClH:39].[CH:3]1[C:16]2[S:15][C:14]3[C:9](=[CH:10][CH:11]=[CH:12][CH:13]=3)[O:8][C:7]=2[CH:6]=[CH:5][C:4]=1[S:17]([NH:20][C@H:21]([C:29]([Cl:39])=[O:31])[CH2:22][CH2:23][CH2:24][NH:25][C:26](=[NH:28])[NH2:27])(=[O:19])=[O:18] |f:0.1,4.5.6|. Reported procedure: A suspension of 3 g of N2 -(2-phenoxathiinylsulfonyl)-L-arginine in 20 ml of thionyl chloride was stirred for 2 hours at room temperature. Addition of cold dry diethyl ether resulted in a precipitate which was collected by filtration and washed several times with dry diethyl ether to give N2 -(2-phenoxathiinylsulfonyl)-L-arginyl chloride hydrochloride. Starting materials: BrB(Br)Br, COc1ccc(NCC(=O)N2CCC(Cc3ccccc3)CC2)cc1, CCOCC. The product is O=C(CNc1ccc(O)cc1)N1CCC(Cc2ccccc2)CC1. RXN SMILES: [B:26]([Br:27])([Br:28])[Br:29].[CH2:1]([c:2]1[cH:3][cH:4][cH:5][cH:6][cH:7]1)[CH:8]1[CH2:9][CH2:10][N:11]([C:14]([CH2:15][NH:16][c:17]2[cH:18][cH:19][c:20]([O:23][CH3:24])[cH:21][cH:22]2)=[O:25])[CH2:12][CH2:13]1.[CH2:30]([O:31][CH2:32][CH3:33])[CH3:34]>>[CH2:1]([c:2]1[cH:3][cH:4][cH:5][cH:6][cH:7]1)[CH:8]1[CH2:9][CH2:10][N:11]([C:14]([CH2:15][NH:16][c:17]2[cH:18][cH:19][c:20]([OH:23])[cH:21][cH:22]2)=[O:25])[CH2:12][CH2:13]1. Reactants: CCCCOCCOc1ccc(-c2ccc3c(c2)C=C(C(=O)OC)CCN3)cc1, CN(C)c1ccncc1, C=CCOC(=O)Cl, O, c1ccncc1. The product is C=CCOC(=O)N1CCC(C(=O)OC)=Cc2cc(-c3ccc(OCCOCCCC)cc3)ccc21. Reaction SMILES: [CH2:1]([CH2:2][CH2:3][CH3:4])[O:5][CH2:6][CH2:7][O:8][c:9]1[cH:10][cH:11][c:12](-[c:15]2[cH:16][cH:17][c:18]3[c:19]([cH:29]2)[CH:20]=[C:21]([C:25](=[O:26])[O:27][CH3:28])[CH2:22][CH2:23][NH:24]3)[cH:13][cH:14]1.[CH3:44][N:45]([CH3:46])[c:47]1[cH:48][cH:49][n:50][cH:51][cH:52]1.[Cl:30][C:31](=[O:32])[O:33][CH2:34][CH:35]=[CH2:36].[OH2:37].[cH:38]1[cH:39][cH:40][n:41][cH:42][cH:43]1>>[CH2:1]([CH2:2][CH2:3][CH3:4])[O:5][CH2:6][CH2:7][O:8][c:9]1[cH:10][cH:11][c:12](-[c:15]2[cH:16][cH:17][c:18]3[c:19]([cH:29]2)[CH:20]=[C:21]([C:25](=[O:26])[O:27][CH3:28])[CH2:22][CH2:23][N:24]3[C:31](=[O:32])[O:33][CH2:34][CH:35]=[CH2:36])[cH:13][cH:14]1. Reaction SMILES: [C:1]1([CH2:7][C:8]([O:10][CH2:11][CH3:12])=[O:9])[CH:6]=[CH:5][CH:4]=[CH:3][CH:2]=1.[CH3:13][CH:14]([C:16]1[CH:21]=[CH:20][CH:19]=[C:18]([CH:22]([CH3:24])[CH3:23])[C:17]=1[N:25]=[C:26]=[O:27])[CH3:15]>>[CH2:11]([O:10][C:8](=[O:9])[CH:7]([C:26]([NH:25][C:17]1[C:16]([CH:14]([CH3:13])[CH3:15])=[CH:21][CH:20]=[CH:19][C:18]=1[CH:22]([CH3:24])[CH3:23])=[O:27])[C:1]1[CH:6]=[CH:5][CH:4]=[CH:3][CH:2]=1)[CH3:12]. Procedure: In a manner similar to Example 134, phenylacetic acid, ethyl ester was condensed with 2,6-bis(1-methylethyl)phenyl isocyanate to give the title compound, mp 168°-170° C. Reactants: C1(=CC=CC=C1)CC(=O)OCC (phenylacetic acid, ethyl ester), CC(C)C1=C(C(=CC=C1)C(C)C)N=C=O (2,6-bis(1-methylethyl)phenyl isocyanate). Yields the product C(C)OC(C(C1=CC=CC=C1)C(=O)NC1=C(C=CC=C1C(C)C)C(C)C)=O (α-[[[2,6,-bis(1-methylethyl)phenyl]amino]carbonyl]benzene acetic acid ethyl ester).